Dataset: the Open Reaction Database (ORD), a public repository of structured organic reaction records. Task: describe an organic reaction: reactants, conditions, products, and yield Reactants: ice water, NC=1C(=NC=NC1OC)Cl (5-amino-4-chloro-6-methoxypyrimidine), ClC1=C(C(=C(C=C1[N+](=O)[O-])C(F)(F)F)Cl)[N+](=O)[O-] (1,3-dichloro-2,6-dinitro-4-trifluoromethylbenzene), CC(C)(C)[O-].[K+] (potassium tert-butylate), C(C)(=O)O (acetic acid). The solvent is CS(=O)C (dimethylsulfoxide), CS(=O)C (dimethylsulfoxide), CS(=O)C (dimethylsulfoxide). Yields the product ClC=1C(=C(C(=CC1C(F)(F)F)[N+](=O)[O-])N1CN=C(C(=C1OC)N)Cl)[N+](=O)[O-] (N-(3'-Chloro-2',6'-dinitro-4'-trifluoromethylphenyl)-5-amino-4-chloro-6-methoxypyrimidine). Isolated yield 103.2%. Reaction SMILES: [NH2:1][C:2]1[C:3]([Cl:10])=[N:4][CH:5]=[N:6][C:7]=1[O:8][CH3:9].Cl[C:12]1[C:17]([N+:18]([O-:20])=[O:19])=[CH:16][C:15]([C:21]([F:24])([F:23])[F:22])=[C:14]([Cl:25])[C:13]=1[N+:26]([O-:28])=[O:27].CC([O-])(C)C.[K+].C(O)(=O)C>CS(C)=O>[Cl:25][C:14]1[C:13]([N+:26]([O-:28])=[O:27])=[C:12]([N:6]2[C:7]([O:8][CH3:9])=[C:2]([NH2:1])[C:3]([Cl:10])=[N:4][CH2:5]2)[C:17]([N+:18]([O-:20])=[O:19])=[CH:16][C:15]=1[C:21]([F:23])([F:24])[F:22] |f:2.3|. Procedure details: 2.84 g (17.8 mmoles) of 5-amino-4-chloro-6-methoxypyrimidine are dissolved in 20 ml of dimethylsulfoxide. With stirring, a solution of 6.24 g (20.5 mmoles) of 1,3-dichloro-2,6-dinitro-4-trifluoromethylbenzene in 15 ml of dimethylsulfoxide and a solution of 2.30 g (20.5 mmoles) of potassium tert-butylate in 15 ml of dimethylsulfoxide are added simultaneously dropwise at 15° C. The dark red solution so obtained is stirred for 1 hour at 15°-20° C. and then poured into ice-water, neutralised with ac...